From a dataset of the Open Reaction Database (ORD), a public repository of structured organic reaction records. describe an organic reaction: reactants, conditions, products, and yield Starting materials: CCOC(=O)C (EtOAc), Cl.N=C1NCCCC1 (2-iminopiperidine hydrochloride), C(C1=CC=CC=C1)OC(C(=O)OC)C(C(=O)OC)=O (Dimethyl 2-(benzyloxy)-3-oxosuccinate), C1CCC2=NCCCN2CC1 (DBU). The solvent is CO (MeOH). Reaction conditions: time 2 day. The product is C(C1=CC=CC=C1)OC1=C(N=C2N(C1=O)CCCC2)C(=O)OC (Methyl 3-(benzyloxy)-4-oxo-6,7,8,9-tetrahydro-4H-pyrido[1,2-a]pyrimidine-2-carboxylate). Reaction SMILES: Cl.[NH:2]=[C:3]1[CH2:8][CH2:7][CH2:6][CH2:5][NH:4]1.[CH2:9]([O:16][CH:17]([C:22](=O)[C:23]([O:25][CH3:26])=[O:24])[C:18](OC)=[O:19])[C:10]1[CH:15]=[CH:14][CH:13]=[CH:12][CH:11]=1.C1CCN2C(=NCCC2)CC1.CCOC(C)=O>CO>[CH2:9]([O:16][C:17]1[C:18](=[O:19])[N:4]2[CH2:5][CH2:6][CH2:7][CH2:8][C:3]2=[N:2][C:22]=1[C:23]([O:25][CH3:26])=[O:24])[C:10]1[CH:15]=[CH:14][CH:13]=[CH:12][CH:11]=1 |f:0.1|. Procedure: Commercially available 2-iminopiperidine hydrochloride (1.5 eq) was added at room temperature to a solution of oxosuccinate prepared in Step 1b (1 eq) in MeOH. After dropwise addition of neat DBU (4.5 eq), the reaction mixture was stirred for 2 days. Evaporation of the solvent gave a residue that was taken into EtOAc and washed with 1N HCl and brine; the organic layer was dried on Na2SO4 and the solvent removed. The crude was used without further purification. The reactants are BrCCC(C(=O)Cl)(C1=CC=CC=C1)C1=CC=CC=C1 (4-bromo-2,2-diphenylbutyric chloride), aqueous solution, BrCCC(C(=O)Cl)(C1=CC=CC=C1)C1=CC=CC=C1 (4-bromo-2,2-diphenylbutyric chloride), CNC (dimethylamine), C([O-])([O-])=O.[Na+].[Na+] (sodium carbonate). The solvent is C1(=CC=CC=C1)C (toluene), O (water). Conditions: temperature 2.5 celsius, time 2 hour. Product: [Br-].C[N+](=C1OCCC1(C1=CC=CC=C1)C1=CC=CC=C1)C (dimethyl(tetrahydro-3,3-diphenyl-2-furylidene)ammonium bromide). Isolated yield 46.8%. RXN SMILES: [CH3:1][NH:2][CH3:3].C(=O)([O-])[O-].[Na+].[Na+].[Br:10][CH2:11][CH2:12][C:13]([C:23]1[CH:28]=[CH:27][CH:26]=[CH:25][CH:24]=1)([C:17]1[CH:22]=[CH:21][CH:20]=[CH:19][CH:18]=1)[C:14](Cl)=[O:15]>O.C1(C)C=CC=CC=1>[Br-:10].[CH3:1][N+:2]([CH3:3])=[C:14]1[C:13]([C:23]2[CH:28]=[CH:27][CH:26]=[CH:25][CH:24]=2)([C:17]2[CH:22]=[CH:21][CH:20]=[CH:19][CH:18]=2)[CH2:12][CH2:11][O:15]1 |f:1.2.3,7.8|. Procedure details: In 100 mL of water were suspended 8 g (90 mmol) of a 50% aqueous solution of dimethylamine and 18 g (170 mmol) of sodium carbonate, followed by cooling to 0 to 5° C. A solution obtained by dissolving 23 g (68 mmol) of the 4-bromo-2,2-diphenylbutyric chloride mentioned above in 100 mL of toluene was then added dropwise. After stirring for 2 hours, the water layer taken out from the reaction mixture was washed with toluene. The resulting water layer was extracted with chloroform. The extract was w... Starting materials: CCc1nc2ccc(N)c(Br)c2[nH]1, O=S(=O)(O)C1=NCCN1. Product: CCc1nc2ccc(NC3=NCCN3)c(Br)c2[nH]1. RXN SMILES: [CH2:1]([CH3:2])[c:3]1[nH:4][c:5]2[c:6]([n:7]1)[cH:8][cH:9][c:10]([NH2:13])[c:11]2[Br:12].[NH:14]1[C:15]([S:19]([OH:20])(=[O:21])=[O:22])=[N:16][CH2:17][CH2:18]1>>[CH2:1]([CH3:2])[c:3]1[nH:4][c:5]2[c:6]([n:7]1)[cH:8][cH:9][c:10]([NH:13][C:15]1=[N:14][CH2:18][CH2:17][NH:16]1)[c:11]2[Br:12]. Reactants: COC1=CC=C(CCl)C=C1 (4-methoxybenzyl chloride), Cl[SiH](Cl)Cl (trichlorosilane). The reagents and catalysts are [Cl-].C(CCC)[P+](CCCC)(CCCC)CCCC (tetrabutylphosphonium chloride). Yields the product COC1=CC=C(C[Si](Cl)(Cl)Cl)C=C1 ((4-methoxybenzyl)trichlorosilane). Yield: 74.7%. RXN SMILES: [CH3:1][O:2][C:3]1[CH:10]=[CH:9][C:6]([CH2:7]Cl)=[CH:5][CH:4]=1.[Cl:11][SiH:12]([Cl:14])[Cl:13]>[Cl-].C([P+](CCCC)(CCCC)CCCC)CCC>[CH3:1][O:2][C:3]1[CH:10]=[CH:9][C:6]([CH2:7][Si:12]([Cl:14])([Cl:13])[Cl:11])=[CH:5][CH:4]=1 |f:2.3|. Procedure details: In the same apparatus and procedure as Example 1 above, 0.19 g (0.64 mmol) of tetrabutylphosphonium chloride, 1.00 g (6.39 mmol) of 4-methoxybenzyl chloride, and 2.46 ml (18.2 mmol) of trichlorosilane were reacted at 130° C. for 4 hrs. The resulting mixture was distilled to give 1.22 g of (4-methoxybenzyl)trichlorosilane (yield; 86%).